From a dataset of the Open Reaction Database (ORD), a public repository of structured organic reaction records. describe an organic reaction: reactants, conditions, products, and yield The reactants are CNC, ClCCl, CCOC(=O)N1CCCc2cc(C(=O)CCCl)ccc21. Product: CCOC(=O)N1CCCc2cc(C(=O)CCN(C)C)ccc21. Reaction SMILES: [CH3:1][NH:2][CH3:3].[Cl:24][CH2:25][Cl:26].[Cl:4][CH2:5][CH2:6][C:7](=[O:8])[c:9]1[cH:10][c:11]2[c:16]([cH:17][cH:18]1)[N:15]([C:19](=[O:20])[O:21][CH2:22][CH3:23])[CH2:14][CH2:13][CH2:12]2>>[CH3:1][N:2]([CH3:3])[CH2:5][CH2:6][C:7](=[O:8])[c:9]1[cH:10][c:11]2[c:16]([cH:17][cH:18]1)[N:15]([C:19](=[O:20])[O:21][CH2:22][CH3:23])[CH2:14][CH2:13][CH2:12]2. Starting materials: C(C1=CC=CC=C1)(=O)Cl (benzoyl chloride), solution, C(CCC)[Li] (n-butyllithium), C(CCCC)OC1CCC(N1)=O (5-(1-pentyloxy) pyrrolidin-2-one). Run in O1CCCC1 (tetrahydrofuran), CCCCCC (hexane), O1CCCC1 (tetrahydrofuran). Run at time 15 minute. Product: C(C1=CC=CC=C1)(=O)N1C(CCC1OCCCCC)=O (1-benzoyl 5-n-pentyloxy pyrrolidin-2-one). Yield: 62.3%. Reaction SMILES: C([Li])CCC.[CH2:6]([O:11][CH:12]1[NH:16][C:15](=[O:17])[CH2:14][CH2:13]1)[CH2:7][CH2:8][CH2:9][CH3:10].[C:18](Cl)(=[O:25])[C:19]1[CH:24]=[CH:23][CH:22]=[CH:21][CH:20]=1>CCCCCC.O1CCCC1>[C:18]([N:16]1[CH:12]([O:11][CH2:6][CH2:7][CH2:8][CH2:9][CH3:10])[CH2:13][CH2:14][C:15]1=[O:17])(=[O:25])[C:19]1[CH:24]=[CH:23][CH:22]=[CH:21][CH:20]=1. Procedure: 15.56 cm3 of a 1.5M solution of n-butyllithium in hexane is added at -60° C. to a solution of 4 g of 5-(1-pentyloxy) pyrrolidin-2-one in 80 cm3 of tetrahydrofuran. Agitation is carried out for 15 minutes at -60° C. and then under these conditions a solution of 3.28 g of benzoyl chloride in 20 cm3 of tetrahydrofuran is added. After allowing the temperature to return to ambient, the solvent is evaporated under reduced pressure. The residue is chromatographed on silica (eluent: ethyl acetate-n-hexa...